The task is: describe an organic reaction: reactants, conditions, products, and yield. This data is from the Open Reaction Database (ORD), a public repository of structured organic reaction records. The reactants are NNC(=O)N (Semicarbazide), ClC1=C(C=CC=C1)CC(=O)O ((2-chlorophenyl)acetic acid), ice. Solvent: P(=O)(Cl)(Cl)Cl (phosphorus oxychloride). Conditions: time 16 hour. Yields the product ClC1=C(CC2=NN=C(O2)N)C=CC=C1 (5-(2-Chloro-benzyl)-[1,3,4]oxadiazol-2-ylamine). Reaction SMILES: [NH2:1][NH:2][C:3]([NH2:5])=[O:4].[Cl:6][C:7]1[CH:12]=[CH:11][CH:10]=[CH:9][C:8]=1[CH2:13][C:14](O)=O>P(Cl)(Cl)(Cl)=O>[Cl:6][C:7]1[CH:12]=[CH:11][CH:10]=[CH:9][C:8]=1[CH2:13][C:14]1[O:4][C:3]([NH2:5])=[N:2][N:1]=1. Procedure details: Semicarbazide (9.0 g, 120 mmol) was slowly added to a solution of (2-chlorophenyl)acetic acid (10. g, 60 mmol) in phosphorus oxychloride (50 mL). The mixture was stirred at room temperature for 16 hours and then poured into crushed ice (500 g). A viscous solid was decanted from the aqueous layer and then the aqueous layer was adjusted to pH 4 to 5 with sodium hydroxide (50% aqueous solution). The resulting precipitate was filtered and then washed with sodium carbonate (10% aqueous solution, 100 ... Procedure: A 4 g. sample of ethyl 4-(allylamino)hydrocinnamate is hydrolyzed with 1.6 g. 85% potassium hydroxide in 60 ml. 95% ethanol by refluxing the solution for 5 hours. The solution is cooled, diluted with 100 ml. water and acidified to pH 4.5 with 37% hydrochloric acid. The precipitate is collected, dried in vacuo and crystallized from acetone to yield the title compound as white powder. Solvent: O (water). Yields the product C(C=C)NC1=CC=C(CCC(=O)O)C=C1 (4-(allylamino)hydrocinnamic acid). The reactants are C(C=C)NC1=CC=C(CCC(=O)OCC)C=C1 (ethyl 4-(allylamino)hydrocinnamate), Cl (hydrochloric acid), [OH-].[K+] (potassium hydroxide), C(C)O (ethanol). As a reaction SMILES: [CH2:1]([NH:4][C:5]1[CH:17]=[CH:16][C:8]([CH2:9][CH2:10][C:11]([O:13]CC)=[O:12])=[CH:7][CH:6]=1)[CH:2]=[CH2:3].[OH-].[K+].C(O)C.Cl>O>[CH2:1]([NH:4][C:5]1[CH:17]=[CH:16][C:8]([CH2:9][CH2:10][C:11]([OH:13])=[O:12])=[CH:7][CH:6]=1)[CH:2]=[CH2:3] |f:1.2|. The reactants are O=[N+]([O-])c1ccccc1N=C=S, NCCN1CCC(Nc2nc3ccccc3n2Cc2ccc(F)cc2)CC1, C1CCOC1. Yields the product O=[N+]([O-])c1ccccc1NC(=S)NCCN1CCC(Nc2nc3ccccc3n2Cc2ccc(F)cc2)CC1. Reaction SMILES: [N:1](=[C:2]=[S:3])[c:4]1[c:5]([N+:10](=[O:11])[O-:12])[cH:6][cH:7][cH:8][cH:9]1.[NH2:13][CH2:14][CH2:15][N:16]1[CH2:17][CH2:18][CH:19]([NH:22][c:23]2[n:24][c:25]3[c:26]([n:27]2[CH2:28][c:29]2[cH:30][cH:31][c:32]([F:35])[cH:33][cH:34]2)[cH:36][cH:37][cH:38][cH:39]3)[CH2:20][CH2:21]1.[O:40]1[CH2:41][CH2:42][CH2:43][CH2:44]1>>[NH:1]([C:2](=[S:3])[NH:13][CH2:14][CH2:15][N:16]1[CH2:17][CH2:18][CH:19]([NH:22][c:23]2[n:24][c:25]3[c:26]([n:27]2[CH2:28][c:29]2[cH:30][cH:31][c:32]([F:35])[cH:33][cH:34]2)[cH:36][cH:37][cH:38][cH:39]3)[CH2:20][CH2:21]1)[c:4]1[c:5]([N+:10](=[O:11])[O-:12])[cH:6][cH:7][cH:8][cH:9]1. The reactants are C1CCOC1, CI, COc1ccc(C(CCO)N2C(=O)c3ccccc3C2=O)cc1OC1CCCC1, [Cl-], Cl, [H-], [NH4+], [Na+]. Yields the product COCCC(c1ccc(OC)c(OC2CCCC2)c1)N1C(=O)c2ccccc2C1=O. RXN SMILES: [CH2:37]1[O:38][CH2:39][CH2:40][CH2:41]1.[CH3:30][I:31].[CH:1]1([O:6][c:7]2[cH:8][c:9]([CH:15]([CH2:16][CH2:17][OH:18])[N:19]3[C:20](=[O:29])[c:21]4[c:22]([cH:25][cH:26][cH:27][cH:28]4)[C:23]3=[O:24])[cH:10][cH:11][c:12]2[O:13][CH3:14])[CH2:2][CH2:3][CH2:4][CH2:5]1.[Cl-:34].[ClH:36].[H-:33].[NH4+:35].[Na+:32]>>[CH:1]1([O:6][c:7]2[cH:8][c:9]([CH:15]([CH2:16][CH2:17][O:18][CH3:30])[N:19]3[C:20](=[O:29])[c:21]4[c:22]([cH:25][cH:26][cH:27][cH:28]4)[C:23]3=[O:24])[cH:10][cH:11][c:12]2[O:13][CH3:14])[CH2:2][CH2:3][CH2:4][CH2:5]1. Starting materials: CN1CCCC1=O, CS(C)=O, CO, Cc1cc2nc(NC(=O)C3CC3c3ccncc3)cc(Cl)n2n1, CC(=O)NC1CCNCC1. Product: CC(=O)NC1CCN(c2cc(NC(=O)C3CC3c3ccncc3)nc3cc(C)nn23)CC1. Reaction SMILES: [CH3:34][N:35]1[CH2:36][CH2:37][CH2:38][C:39]1=[O:40].[CH3:41][S:42]([CH3:43])=[O:44].[CH3:45][OH:46].[Cl:1][c:2]1[cH:3][c:4]([NH:12][C:13](=[O:14])[CH:15]2[CH:16]([c:18]3[cH:19][cH:20][n:21][cH:22][cH:23]3)[CH2:17]2)[n:5][c:6]2[n:7]1[n:8][c:9]([CH3:11])[cH:10]2.[NH:24]1[CH2:25][CH2:26][CH:27]([NH:30][C:31]([CH3:32])=[O:33])[CH2:28][CH2:29]1>>[c:2]1([N:24]2[CH2:25][CH2:26][CH:27]([NH:30][C:31]([CH3:32])=[O:33])[CH2:28][CH2:29]2)[cH:3][c:4]([NH:12][C:13](=[O:14])[CH:15]2[CH:16]([c:18]3[cH:19][cH:20][n:21][cH:22][cH:23]3)[CH2:17]2)[n:5][c:6]2[n:7]1[n:8][c:9]([CH3:11])[cH:10]2. Reaction conditions: temperature 40 celsius, time 6 hour. Reagents/catalysts: O1B(OC(C)(C)C1(C)C)B2OC(C)(C)C(O2)(C)C, O=C(NC=1C=CC=CC1C=2C=NC(=CC2)C3=NC=CC=C3)NC4CCCCC4, C[OH2+].C[OH2+].C1CC=CCCC=C1.C1CC=CCCC=C1.[Ir].[Ir]. Isolated yield 45.0%. Reactants: O=P(C=1C=CC=CC1)(N(CC)CC)N(CC)CC. Run in C=1C=C(C=CC1C)C. Yields the product O=P(C=1C=CC=C(C1)B2OC(C)(C)C(O2)(C)C)(N(CC)CC)N(CC)CC. The reactants are C(C)(C)N(C(C)C)CC (N,N-diisopropylethyl amine), COC=1C=C(C=CC1C(=O)N1CC=2N(CC3=C1C=CC=C3)C(=CC2)C(=O)O)C2=C(C=CC=C2)C (10-[(3-methoxy-2′-methyl[1,1′-biphenyl]-4-yl)carbonyl]-10,11-dihydro-5H-pyrrolo[2,1-c][1,4]benzodiazepine-3-carboxylic acid), 3-(dimethylaminopropyl)-1-methyl amine, ON1N=NC2=C1C=CC=C2 (1-hydroxybenzotriazole), Cl.CN(CCCN=C=NCC)C (1-[3-(dimethylamino)propyl]-3-ethyl carbodiimide hydrochloride). The solvent is CN(C=O)C (N,N-dimethylformamide), C(C)(=O)OCC (ethyl acetate). Run at time 8 hour. Product: CN(C(=O)C1=CC=C2CN(C3=C(CN21)C=CC=C3)C(=O)C3=C(C=C(C=C3)C3=C(C=CC=C3)C)OC)CCCN(C)C (N-Methyl-N-[3-(dimethylamino)propyl]-10-[(3-methoxy-2′-methyl[1,1′-biphenyl]-4-yl)carbonyl]-10,11-dihydro-5H-pyrrolo[2,1-c][1,4]benzodiazepine-3-carboxamide). The yield is 74.3%. As a reaction SMILES: [CH3:1][O:2][C:3]1[CH:4]=[C:5]([C:28]2[CH:33]=[CH:32][CH:31]=[CH:30][C:29]=2[CH3:34])[CH:6]=[CH:7][C:8]=1[C:9]([N:11]1[C:17]2[CH:18]=[CH:19][CH:20]=[CH:21][C:16]=2[CH2:15][N:14]2[C:22]([C:25]([OH:27])=O)=[CH:23][CH:24]=[C:13]2[CH2:12]1)=[O:10].ON1C2C=CC=CC=2N=N1.Cl.[CH3:46][N:47]([CH3:56])[CH2:48][CH2:49][CH2:50][N:51]=[C:52]=NCC.C(N(CC)C(C)C)(C)C>CN(C)C=O.C(OCC)(=O)C>[CH3:52][N:51]([CH2:50][CH2:49][CH2:48][N:47]([CH3:56])[CH3:46])[C:25]([C:22]1[N:14]2[C:13]([CH2:12][N:11]([C:9]([C:8]3[CH:7]=[CH:6][C:5]([C:28]4[CH:33]=[CH:32][CH:31]=[CH:30][C:29]=4[CH3:34])=[CH:4][C:3]=3[O:2][CH3:1])=[O:10])[C:17]3[CH:18]=[CH:19][CH:20]=[CH:21][C:16]=3[CH2:15]2)=[CH:24][CH:23]=1)=[O:27] |f:2.3|. Procedure details: To a solution of 10-[(3-methoxy-2′-methyl[1,1′-biphenyl]-4-yl)carbonyl]-10,11-dihydro-5H-pyrrolo[2,1-c][1,4]benzodiazepine-3-carboxylic acid of Example 10, Step F (0.40 g, 0.88 mmol), 3-(dimethylaminopropyl)-1-methyl amine (0.16 mL, 1.09 mmol) and 1-hydroxybenzotriazole (0.135 g, 0.96 mmol) in N,N-dimethylformamide (4 mL) was added 1-[3-(dimethylamino)propyl]-3-ethyl carbodiimide hydrochloride (0.19 g, 1.09 mmol) followed by N,N-diisopropylethyl amine (0.24 mL, 1.35 mmol). The reaction mixture w...